From a dataset of the Open Reaction Database (ORD), a public repository of structured organic reaction records. describe an organic reaction: reactants, conditions, products, and yield Reactants: C(C1=CC=CC=C1)OC(=O)NCCSC[C@@H](NC(=O)OC(C)(C)C)C(=O)O ((S)-3-(2-{[benzyloxycarbonyl]-amino}-ethylthio)-N-(tert-butyloxy-carbonyl)-alanine), CS(=O)(=O)Cl (methanesulphonyl chloride), N1CCCC1 (pyrrolidine). Product: Cl.N[C@H](CSCCNS(=O)(=O)C)C(N1CCCC1)=O ((S)-N-{2-[2-Amino-3-oxo-3-(1-pyrrolidinyl)-propylthio]-ethyl}-methanesulphonamide Hydrochloride). As a reaction SMILES: C(OC([NH:11][CH2:12][CH2:13][S:14][CH2:15][C@H:16]([C:25]([OH:27])=O)[NH:17]C(OC(C)(C)C)=O)=O)C1C=CC=CC=1.[CH3:28][S:29]([Cl:32])(=[O:31])=[O:30].[NH:33]1[CH2:37][CH2:36][CH2:35][CH2:34]1>>[ClH:32].[NH2:17][C@@H:16]([C:25](=[O:27])[N:33]1[CH2:37][CH2:36][CH2:35][CH2:34]1)[CH2:15][S:14][CH2:13][CH2:12][NH:11][S:29]([CH3:28])(=[O:31])=[O:30] |f:3.4|. Reported procedure: Starting from (S)-3-(2-{[benzyloxycarbonyl]-amino}-ethylthio)-N-(tert-butyloxy-carbonyl)-alanine, methanesulphonyl chloride and pyrrolidine, the expected product is obtained according to the procedure described in Example 37.